This data is from the Open Reaction Database (ORD), a public repository of structured organic reaction records. The task is: describe an organic reaction: reactants, conditions, products, and yield Reactants: C1(=CC=CC=C1)P(C1=CC=CC=C1)C1=CC=CC=C1 (Triphenylphosphine), FC1=CC=C(C=C1)C(CCO)(C=1NN=C(N1)\C=C\C1=CC(=C(C=C1)N1C=NC(=C1)C)OC)OC (3-(4-fluorophenyl)-3-methoxy-3-(5-{(E)-2-[3-methoxy-4-(4-methyl-1H-imidazol-1-yl)phenyl]vinyl}-2H-[1,2,4]triazol-3-yl)propan-1-ol). Solvent: C(Cl)(Cl)(Cl)Cl (carbon tetrachloride), C1CCOC1 (THF). Product: FC1=CC=C(C=C1)C1(CCN2N=C(N=C21)\C=C\C2=CC(=C(C=C2)N2C=NC(=C2)C)OC)OC (7-(4-fluorophenyl)-7-methoxy-2-{(E)-2-[3-methoxy-4-(4-methyl-1H-imidazol-1-yl)phenyl]vinyl}-6,7-dihydro-5H-pyrrolo[1,2-b][1,2,4]triazole). Isolated yield 1.9%. Reaction SMILES: C1(P(C2C=CC=CC=2)C2C=CC=CC=2)C=CC=CC=1.[F:20][C:21]1[CH:26]=[CH:25][C:24]([C:27]([O:52][CH3:53])([C:31]2[NH:32][N:33]=[C:34](/[CH:36]=[CH:37]/[C:38]3[CH:43]=[CH:42][C:41]([N:44]4[CH:48]=[C:47]([CH3:49])[N:46]=[CH:45]4)=[C:40]([O:50][CH3:51])[CH:39]=3)[N:35]=2)[CH2:28][CH2:29]O)=[CH:23][CH:22]=1>C(Cl)(Cl)(Cl)Cl.C1COCC1>[F:20][C:21]1[CH:26]=[CH:25][C:24]([C:27]2([O:52][CH3:53])[C:31]3[N:32]([N:33]=[C:34](/[CH:36]=[CH:37]/[C:38]4[CH:43]=[CH:42][C:41]([N:44]5[CH:48]=[C:47]([CH3:49])[N:46]=[CH:45]5)=[C:40]([O:50][CH3:51])[CH:39]=4)[N:35]=3)[CH2:29][CH2:28]2)=[CH:23][CH:22]=1. Reported procedure: Triphenylphosphine (22 mg) was added to a suspension of 3-(4-fluorophenyl)-3-methoxy-3-(5-{(E)-2-[3-methoxy-4-(4-methyl-1H-imidazol-1-yl)phenyl]vinyl}-2H-[1,2,4]triazol-3-yl)propan-1-ol (38 mg) in carbon tetrachloride (2 mL) and THF (2 mL), and the reaction solution was heated under reflux for seven hours. The reaction solution was left to cool to room temperature and concentrated under reduced pressure. Ethyl acetate and a saturated sodium bicarbonate solution were added to the resulting residu... Reactants: C(C1=CC=CC=C1)[C@@H](CO)NC([C@@H](CC(=O)O)N1C=C(C=C1)C1=CC=C(C=C1)C1=CC=CC=C1)=O (N-(1(S)-benzyl-2-hydroxyethyl)-3(R)-(3-(biphenyl-4-yl)-1H-pyrrol-1-yl)succinamic acid), CN1CCOCC1 (NMM), benzotriazole-1-yloxy-tris-1H-pyrrolidino-phosphonium hexafluorophosphate, Cl.NO (hydroxylamine hydrochloride), Cl (HCl), [NH4+].[Cl-] (NH4Cl). Run in C(Cl)(Cl)Cl (CHCl3). Run at time 20 hour. Yields the product C(C1=CC=CC=C1)[C@@H](CO)NC(C[C@H](C(=O)NO)N1C=C(C=C1)C1=CC=C(C=C1)C1=CC=CC=C1)=O (N1-(1(S)-benzyl-2-hydroxyethyl)-3(R)-(3-biphenyl-4-yl-1H-pyrrol-1-yl)-N4-hydroxysuccinamide). Yield: 14.0%. Reaction SMILES: C([C@H](N[C:12](=[O:35])[C@H:13]([N:18]1[CH:22]=[CH:21][C:20]([C:23]2[CH:28]=[CH:27][C:26]([C:29]3[CH:34]=[CH:33][CH:32]=[CH:31][CH:30]=3)=[CH:25][CH:24]=2)=[CH:19]1)[CH2:14][C:15](O)=[O:16])CO)C1C=CC=CC=1.CN1[CH2:42][CH2:41][O:40]CC1.Cl.[NH2:44][OH:45].Cl.[NH4+:47].[Cl-]>C(Cl)(Cl)Cl>[CH2:20]([C@H:42]([NH:47][C:15](=[O:16])[CH2:14][C@@H:13]([N:18]1[CH:22]=[CH:21][C:20]([C:23]2[CH:24]=[CH:25][C:26]([C:29]3[CH:34]=[CH:33][CH:32]=[CH:31][CH:30]=3)=[CH:27][CH:28]=2)=[CH:19]1)[C:12]([NH:44][OH:45])=[O:35])[CH2:41][OH:40])[C:23]1[CH:28]=[CH:27][CH:26]=[CH:25][CH:24]=1 |f:2.3,5.6|. Procedure: To a solution of N-(1(S)-benzyl-2-hydroxyethyl)-3(R)-(3-(biphenyl-4-yl)-1H-pyrrol-1-yl)succinamic acid (prepared as described in Example 1(a); 61 mg, 0.130 mmol) in CHCl3 (2 mL) was added in succession NMM (44 μL, 0.39 mmol), benzotriazole-1-yloxy-tris-1H-pyrrolidino-phosphonium hexafluorophosphate (PyBOP, 203 mg, 0.390 mmol), and hydroxylamine hydrochloride (27 mg, 0.390 mmol). After 20 hours at ambient temperature, 10% aqueous HCl (2 mL) and saturated aqueous NH4Cl (10 mL) were added, and the ... Reactants: CS(=O)(=O)Oc1ccc2nc(O)n(-c3ccccc3OC(F)(F)F)c2n1, O=P(Cl)(Cl)Cl. The product is CS(=O)(=O)Oc1ccc2nc(Cl)n(-c3ccccc3OC(F)(F)F)c2n1. Reaction SMILES: [CH3:1][S:2](=[O:3])(=[O:4])[O:5][c:6]1[cH:7][cH:8][c:9]2[c:10]([n:11]1)[n:12](-[c:16]1[c:17]([O:22][C:23]([F:24])([F:25])[F:26])[cH:18][cH:19][cH:20][cH:21]1)[c:13]([OH:15])[n:14]2.[Cl:27][P:28](=[O:29])([Cl:30])[Cl:31]>>[CH3:1][S:2](=[O:3])(=[O:4])[O:5][c:6]1[cH:7][cH:8][c:9]2[c:10]([n:11]1)[n:12](-[c:16]1[c:17]([O:22][C:23]([F:24])([F:25])[F:26])[cH:18][cH:19][cH:20][cH:21]1)[c:13]([Cl:27])[n:14]2. Reactants: CO (MeOH), COC1=C(C=O)C=CC(=C1)OC (2,4 Dimethoxybenzaldehyde), C1=CSC(=N1)N (aminothiazole), [BH4-].[Na+] (Sodium borohydride). Reagents/catalysts: N1CCCCC1 (piperidine). The solvent is ClC(C)Cl (dichloroethane). Yields the product COC1=C(CNC=2SC=CN2)C=CC(=C1)OC (N-(2,4-dimethoxybenzyl)-1,3-thiazol-2-amine). The yield is 64.0%. As a reaction SMILES: [CH3:1][O:2][C:3]1[CH:10]=[C:9]([O:11][CH3:12])[CH:8]=[CH:7][C:4]=1[CH:5]=O.[CH:13]1[N:17]=[C:16]([NH2:18])[S:15][CH:14]=1.[BH4-].[Na+].CO>ClC(Cl)C.N1CCCCC1>[CH3:1][O:2][C:3]1[CH:10]=[C:9]([O:11][CH3:12])[CH:8]=[CH:7][C:4]=1[CH2:5][NH:18][C:16]1[S:15][CH:14]=[CH:13][N:17]=1 |f:2.3|. Procedure: 2,4 Dimethoxybenzaldehyde (25 g, 150 mmol, 1 eq), 2 aminothiazole (15.1 g, 150 mmol, 1 eq) and piperidine (150 mg, 1.76 mmol, 0.012 eq) were combined in dichloroethane (500 ml) and the reaction mixture heated to reflux over sieves for 18 hours. The sieves were removed by filtration and the reaction mixture diluted with MeOH (300 ml). Sodium borohydride (25 g, 662 mmol, 4.4 eq) was added portionwise and the reaction mixture heated to reflux for 2 hours. The mixture was cooled, quenched with water... The reactants are C(C)(=O)OC1=C(C=C2C(CC(OC2=C1C)(COC1=CC=C(C=C1)[N+](=O)[O-])C)=O)C(C)=O (7-acetoxy-6-acetyl-2,8-dimethyl-2-(4-nitrophenoxymethyl)-4-oxochroman), N(=O)[O-].[Na+] (sodium nitrite), Cl (hydrochloric acid), C(C=C)(=O)OCC (ethyl acrylate), cuprous oxide. Reagents/catalysts: [Pd] (palladium-on-carbon). The solvent is CO (methanol), C1=CC=CC=C1 (benzene), O (water), CC(=O)C (acetone). Yields the product C(C)(=O)C=1C=C2C(CC(OC2=C(C1O)C)(C)COC1=CC=C(C=C1)CC(C(=O)OCC)Cl)=O (Ethyl 3-[4-(6-acetyl-7-hydroxy-2,8-dimethyl-4-oxochroman-2-ylmethoxy)phenyl]-2-chloropropionate), 7-acetoxy. Reaction SMILES: C([O:4][C:5]1[C:14]([CH3:15])=[C:13]2[C:8]([C:9](=[O:28])[CH2:10][C:11]([CH3:27])([CH2:16][O:17][C:18]3[CH:23]=[CH:22][C:21]([N+]([O-])=O)=[CH:20][CH:19]=3)[O:12]2)=[CH:7][C:6]=1[C:29](=[O:31])[CH3:30])(=O)C.N([O-])=O.[Na+].[ClH:36].[C:37]([O:41][CH2:42][CH3:43])(=[O:40])[CH:38]=[CH2:39]>[Pd].O.CC(C)=O.C1C=CC=CC=1.CO>[C:29]([C:6]1[CH:7]=[C:8]2[C:13](=[C:14]([CH3:15])[C:5]=1[OH:4])[O:12][C:11]([CH2:16][O:17][C:18]1[CH:19]=[CH:20][C:21]([CH2:39][CH:38]([Cl:36])[C:37]([O:41][CH2:42][CH3:43])=[O:40])=[CH:22][CH:23]=1)([CH3:27])[CH2:10][C:9]2=[O:28])(=[O:31])[CH3:30] |f:1.2|. Reported procedure: Following a procedure similar to that described in Preparation 4, 0.8 g of 7-acetoxy-6-acetyl-2,8-dimethyl-2-(4-nitrophenoxymethyl)-4-oxochroman (prepared as described in Preparation 22) was hydrogenated by using 0.2 g of 10% w/w/ palladium-on-carbon, 8 ml of methanol and 1 ml of benzene. The product was then reacted with 135 mg of sodium nitrite, 0.6 ml of concentrated aqueous hydrochloric acid, 1.6 ml of ethyl acrylate, 30 mg of cuprous oxide, 6 ml of acetone and 0.5 ml of water, following a p... Starting materials: OC(CCCCN1C(N(C=CC1=O)C)=O)CO (3-(5,6-Dihydroxyhexyl)-1-methyluracil), Br (hydrogen bromide), C(C)(=O)O (acetic acid), C([O-])(O)=O.[Na+] (sodium bicarbonate). Run in ClCCl (dichloromethane), O (water). Reaction conditions: time 15 minute. The product is C(C)(=O)OC(CCCCN1C(N(C=CC1=O)C)=O)CBr (3-(5-acetoxy-6-bromohexyl)-1-methyluracil). Yield: 100.0%. As a reaction SMILES: [OH:1][CH:2]([CH2:16]O)[CH2:3][CH2:4][CH2:5][CH2:6][N:7]1[C:12](=[O:13])[CH:11]=[CH:10][N:9]([CH3:14])[C:8]1=[O:15].[BrH:18].[C:19]([OH:22])(=O)[CH3:20].C(=O)(O)[O-].[Na+]>ClCCl.O>[C:19]([O:1][CH:2]([CH2:16][Br:18])[CH2:3][CH2:4][CH2:5][CH2:6][N:7]1[C:12](=[O:13])[CH:11]=[CH:10][N:9]([CH3:14])[C:8]1=[O:15])(=[O:22])[CH3:20] |f:3.4|. Procedure details: 3-(5,6-Dihydroxyhexyl)-1-methyluracil (350 mg, 1.4 mmol) was stirred with 30% hydrogen bromide in acetic acid (0.87 ml, 4.3 mmol) for 45 minutes. The solution was added to a mixture of sodium bicarbonate (1.6 g), water (10 ml) and dichloromethane (20 ml). After 15 minutes of vigorous stirring, the layers were separated and the aqueous layer was extracted with dichloromethane (3×40 ml). The combined organic layers were dried over sodium sulfate and the solvent was evaporated under vacuum to give ... Reactants: Cc1ccccc1, OC1CCN(c2ccc(C(F)(F)F)cc2)CC1, CC(C)OC(=O)N=NC(=O)OC(C)C, CC(C)(C)OC(=O)N1CCC(NC(=O)c2nc3ccc(O)cc3s2)CC1, c1ccc(P(c2ccccc2)c2ccccc2)cc1. Yields the product CC(C)(C)OC(=O)N1CCC(NC(=O)c2nc3ccc(OC4CCN(c5ccc(C(F)(F)F)cc5)CC4)cc3s2)CC1. As a reaction SMILES: [CH3:77][c:78]1[cH:79][cH:80][cH:81][cH:82][cH:83]1.[F:41][C:42]([c:43]1[cH:44][cH:45][c:46]([N:49]2[CH2:50][CH2:51][CH:52]([OH:55])[CH2:53][CH2:54]2)[cH:47][cH:48]1)([F:56])[F:57].[O:27]=[C:28]([O:29][CH:30]([CH3:31])[CH3:32])[N:33]=[N:34][C:35]([O:36][CH:37]([CH3:38])[CH3:39])=[O:40].[OH:1][c:2]1[cH:3][c:4]2[c:5]([n:6][c:7]([C:9](=[O:10])[NH:11][CH:12]3[CH2:13][CH2:14][N:15]([C:18](=[O:19])[O:20][C:21]([CH3:22])([CH3:23])[CH3:24])[CH2:16][CH2:17]3)[s:8]2)[cH:25][cH:26]1.[c:58]1([P:59]([c:60]2[cH:61][cH:62][cH:63][cH:64][cH:65]2)[c:66]2[cH:67][cH:68][cH:69][cH:70][cH:71]2)[cH:72][cH:73][cH:74][cH:75][cH:76]1>>[O:1]([c:2]1[cH:3][c:4]2[c:5]([n:6][c:7]([C:9](=[O:10])[NH:11][CH:12]3[CH2:13][CH2:14][N:15]([C:18](=[O:19])[O:20][C:21]([CH3:22])([CH3:23])[CH3:24])[CH2:16][CH2:17]3)[s:8]2)[cH:25][cH:26]1)[CH:52]1[CH2:51][CH2:50][N:49]([c:46]2[cH:45][cH:44][c:43]([C:42]([F:41])([F:56])[F:57])[cH:48][cH:47]2)[CH2:54][CH2:53]1. Reactants: C1CCOC1, CC(C)(C)[O-], CS(C)=O, C[S+](C)(C)=O, C=C(c1ccc(F)cc1)c1ccc2nc(-c3ccc(CN4CC(C(=O)OC)C4)cc3F)sc2n1, [I-], [K+]. Product: COC(=O)C1CN(Cc2ccc(-c3nc4ccc(C5(c6ccc(F)cc6)CC5)nc4s3)c(F)c2)C1. Reaction SMILES: [CH2:51]1[O:52][CH2:53][CH2:54][CH2:55]1.[CH3:1][C:2]([CH3:3])([O-:4])[CH3:5].[CH3:47][S:48]([CH3:49])=[O:50].[CH3:8][S+:9]([CH3:10])([CH3:11])=[O:12].[F:13][c:14]1[cH:15][c:16]([CH2:38][N:39]2[CH2:40][CH:41]([C:43](=[O:44])[O:45][CH3:46])[CH2:42]2)[cH:17][cH:18][c:19]1-[c:20]1[s:21][c:22]2[n:23][c:24]([C:29](=[CH2:30])[c:31]3[cH:32][cH:33][c:34]([F:37])[cH:35][cH:36]3)[cH:25][cH:26][c:27]2[n:28]1.[I-:7].[K+:6]>>[CH2:1]1[C:29]([c:24]2[n:23][c:22]3[s:21][c:20](-[c:19]4[c:14]([F:13])[cH:15][c:16]([CH2:38][N:39]5[CH2:40][CH:41]([C:43](=[O:44])[O:45][CH3:46])[CH2:42]5)[cH:17][cH:18]4)[n:28][c:27]3[cH:26][cH:25]2)([c:31]2[cH:32][cH:33][c:34]([F:37])[cH:35][cH:36]2)[CH2:30]1. Reactants: alcohol, P(=O)([O-])([O-])[O-] (phosphate), C=1N=C(C2=C(N1)N(C=N2)[C@H]3[C@@H]([C@@H]([C@H](O3)COP(=O)(O)OP(=O)(O)OC[C@@H]4[C@H]([C@H]([C@@H](O4)N5C=CCC(=C5)C(=O)N)O)O)O)O)N (NAD), O1C(=CC=C1)C(=O)C(=O)CCCC (butyl 2-furanoyl ketone), Compound 13, [OH-].[Na+] (NaOH). The solvent is C(C)OCC (ethyl ether), CCCCCC (hexane), CCCCCC (hexane), CC(C)O (2-propanol). Product: CC[C@H](CCCCC)O ((R)-3-Octanol). RXN SMILES: C1N=C(N)C2N=CN([C@@H]3O[C@H](COP(OP(OC[C@H]4O[C@@H](N5C=C(C(N)=O)CC=C5)[C@H](O)[C@@H]4O)(O)=O)(O)=O)[C@@H](O)[C@H]3O)C=2N=1.[O:45]1C=[CH:48][CH:47]=[C:46]1[C:50]([C:52]([CH2:54][CH2:55][CH2:56]C)=O)=O.P([O-])([O-])([O-])=O.[OH-].[Na+]>C(OCC)C.CCCCCC.CC(O)C>[CH3:48][CH2:47][C@@H:46]([OH:45])[CH2:50][CH2:52][CH2:54][CH2:55][CH3:56] |f:3.4|. Reported procedure: A reaction mixture was formed by admixing (i) 50 mg NAD, (ii) 4 ml of 2-propanol and (iii) 5 mmoles of (R)-3-octanone, Compound 13, in a liquid medium containing 1 gm of lyophilized PED alcohol dehydrogenase preparation, 75 ml of 50 mM phosphate buffer, pH 7.1, and 25 ml of hexane. The pH value of the reaction was maintained constant by addition of 1N NaOH. The reaction mixture was maintained at room temperature until product formation stopped. When product formation stopped, (R)-3-octanol, Comp...